This data is from the Open Reaction Database (ORD), a public repository of structured organic reaction records. The task is: describe an organic reaction: reactants, conditions, products, and yield Starting materials: COC(=O)c1ccc(Cn2ccc(OCc3ccc(F)cc3F)c(Cl)c2=O)cc1, CO, N. Product: NC(=O)c1ccc(Cn2ccc(OCc3ccc(F)cc3F)c(Cl)c2=O)cc1. RXN SMILES: [CH3:1][O:2][C:3]([c:4]1[cH:5][cH:6][c:7]([CH2:10][n:11]2[c:12](=[O:28])[c:13]([Cl:27])[c:14]([O:17][CH2:18][c:19]3[c:20]([F:26])[cH:21][c:22]([F:25])[cH:23][cH:24]3)[cH:15][cH:16]2)[cH:8][cH:9]1)=[O:29].[CH3:31][OH:32].[NH3:30]>>[O:2]=[C:3]([c:4]1[cH:5][cH:6][c:7]([CH2:10][n:11]2[c:12](=[O:28])[c:13]([Cl:27])[c:14]([O:17][CH2:18][c:19]3[c:20]([F:26])[cH:21][c:22]([F:25])[cH:23][cH:24]3)[cH:15][cH:16]2)[cH:8][cH:9]1)[NH2:30]. Yields the product CC(C)(C)OC(=O)N1C2CCC1CC(O)(c1cn([Si](C)(C)C(C)(C)C)c3ccccc13)C2. Reaction SMILES: [Br:1][c:2]1[cH:3][n:4]([Si:11]([CH3:12])([CH3:13])[C:14]([CH3:15])([CH3:16])[CH3:17])[c:5]2[cH:6][cH:7][cH:8][cH:9][c:10]12.[C:18]([Li:19])([CH3:20])([CH3:21])[CH3:22].[C:28]([CH3:29])([CH3:30])([CH3:31])[O:32][C:33](=[O:34])[N:35]1[CH:36]2[CH2:37][C:38](=[O:43])[CH2:39][CH:40]1[CH2:41][CH2:42]2.[CH2:49]1[O:50][CH2:51][CH2:52][CH2:53]1.[CH3:23][CH2:24][CH2:25][CH2:26][CH3:27].[Na+:48].[O-:44][C:45]([OH:46])=[O:47]>>[c:2]1([C:38]2([OH:43])[CH2:37][CH:36]3[N:35]([C:33]([O:32][C:28]([CH3:29])([CH3:30])[CH3:31])=[O:34])[CH:40]([CH2:39]2)[CH2:41][CH2:42]3)[cH:3][n:4]([Si:11]([CH3:12])([CH3:13])[C:14]([CH3:15])([CH3:16])[CH3:17])[c:5]2[cH:6][cH:7][cH:8][cH:9][c:10]12. Starting materials: CC(C)(C)[Si](C)(C)n1cc(Br)c2ccccc21, [Li]C(C)(C)C, CC(C)(C)OC(=O)N1C2CCC1CC(=O)C2, C1CCOC1, CCCCC, [Na+], O=C([O-])O. Reactants: OS(=O)(=O)O (H2SO4), compound A, C(C)OC(C(CSC(=N)C=1C=C2C3=C(N(C2=CC1)C)N(C(C(=C3)C3=C(C=C(C=C3)Cl)Cl)=O)C)=O)=O (3-[3-(2,4-dichlorophenyl)-1,9-dimethyl-2-oxo-2,9-dihydro-1H-pyrido[2,3-b]indole-6-carboximidoylsulphanyl]-2-oxopropionic acid ethyl ester), [OH-].[Na+] (NaOH). Reaction conditions: time 16 hour. Run in O (H2O). The product is C(C)OC(=O)C=1N=C(SC1)C=1C=C2C3=C(N(C2=CC1)C)N(C(C(=C3)C3=C(C=C(C=C3)Cl)Cl)=O)C (2-[3-(2,4-Dichlorophenyl)-1,9-dimethyl-2-oxo-2,9-dihydro-1H-pyrido[2,3-b]indol-6-yl]thiazole-4-carboxylic acid ethyl ester). Reaction SMILES: OS(O)(=O)=O.[CH2:6]([O:8][C:9](=[O:40])[C:10](=O)[CH2:11][S:12][C:13]([C:15]1[CH:16]=[C:17]2[C:21](=[CH:22][CH:23]=1)[N:20]([CH3:24])[C:19]1[N:25]([CH3:38])[C:26](=[O:37])[C:27]([C:29]3[CH:34]=[CH:33][C:32]([Cl:35])=[CH:31][C:30]=3[Cl:36])=[CH:28][C:18]2=1)=[NH:14])[CH3:7].[OH-].[Na+]>O>[CH2:6]([O:8][C:9]([C:10]1[N:14]=[C:13]([C:15]2[CH:16]=[C:17]3[C:21](=[CH:22][CH:23]=2)[N:20]([CH3:24])[C:19]2[N:25]([CH3:38])[C:26](=[O:37])[C:27]([C:29]4[CH:34]=[CH:33][C:32]([Cl:35])=[CH:31][C:30]=4[Cl:36])=[CH:28][C:18]3=2)[S:12][CH:11]=1)=[O:40])[CH3:7] |f:2.3|. Procedure: 3 ml of H2SO4 are added to compound A, 3-[3-(2,4-dichlorophenyl)-1,9-dimethyl-2-oxo-2,9-dihydro-1H-pyrido[2,3-b]indole-6-carboximidoylsulphanyl]-2-oxopropionic acid ethyl ester obtained above and the mixture is stirred at ambient temperature for 16 h. 15 ml of H2O and 5 ml of 1M NaOH are added. The mixture is extracted with EtOAC and concentrated without drying over MgSO4. The reactants are CCOC(C)=O, Cl, O, CC(C)(C)OC(=O)N1CC=C(c2ccsc2)CC1. Product: Cl, C1=C(c2ccsc2)CCNC1. Reaction SMILES: [CH3:20][CH2:21][O:22][C:23]([CH3:24])=[O:25].[ClH:19].[OH2:26].[s:1]1[cH:2][c:3]([C:6]2=[CH:11][CH2:10][N:9]([C:12]([O:13][C:14]([CH3:15])([CH3:16])[CH3:17])=[O:18])[CH2:8][CH2:7]2)[cH:4][cH:5]1>>[ClH:19].[s:1]1[cH:2][c:3]([C:6]2=[CH:11][CH2:10][NH:9][CH2:8][CH2:7]2)[cH:4][cH:5]1. The reactants are BrC1=CC=C(C=C1)C1=NCC(NC2=C1C=C(C(=C2)OC)OC)=O (5-(4-bromophenyl)-7,8-dimethoxy-1,3-dihydro-2H-1,4-benzodiazepin-2-one), C(C)OC=1C(=CC2=C(C(=NCC(N2)=O)C2=CC=CC=C2)C1)OCC (7,8-diethoxy-5-phenyl-1,3-dihydro-2H-1,4-benzodiazepin-2-one). The product is C(C)OC=1C(=CC2=C(C(=NCC(N2C)=O)C2=CC=CC=C2)C1)OCC (7,8-diethoxy-1-methyl-5-phenyl-1,3-dihydro-2H-1,4-benzodiazepin-2-one). Isolated yield 28.0%. Reaction SMILES: Br[C:2]1C=CC(C2C3C=C(OC)C(OC)=CC=3NC(=O)CN=2)=CC=1.[CH2:24]([O:26][C:27]1[C:28]([O:45][CH2:46][CH3:47])=[CH:29][C:30]2[NH:36][C:35](=[O:37])[CH2:34][N:33]=[C:32]([C:38]3[CH:43]=[CH:42][CH:41]=[CH:40][CH:39]=3)[C:31]=2[CH:44]=1)[CH3:25]>>[CH2:24]([O:26][C:27]1[C:28]([O:45][CH2:46][CH3:47])=[CH:29][C:30]2[N:36]([CH3:2])[C:35](=[O:37])[CH2:34][N:33]=[C:32]([C:38]3[CH:43]=[CH:42][CH:41]=[CH:40][CH:39]=3)[C:31]=2[CH:44]=1)[CH3:25]. Procedure details: By replacing 5-(4-bromophenyl)-7,8-dimethoxy-1,3-dihydro-2H-1,4-benzodiazepin-2-one (XXIIaf) in example IIba by 7,8-diethoxy-5-phenyl-1,3-dihydro-2H-1,4-benzodiazepin-2-one (XXIIag) and proceeding in the same manner, the abovenamed product is obtained. Yield: 28%. M: 116–118° C. 1H-NMR (CDCl3, 200 MHz): d 1.40 (t, 3H, CH3), 1.56 (t, 3H, CH3), 3.42 (s, 3H, NCH3), 3.97 (q, 2H, OCH2), 4.21 (q, 2H, OCH2), 4.33 (AB system, ? d=0.98 JAB=10.5, 2H, CH2), 6.74 (s, 1H Ar), 6.81 (s, 1H Ar), 7.42–7.70 (m, 5... Starting materials: ice water, ClC=1C=CC(=C(C1)O)CO (5-chloro-2-(hydroxymethyl)phenol), BrCCCC (bromobutane), C(=O)([O-])[O-].[K+].[K+] (K2CO3). The solvent is CN(C)C=O (DMF). Conditions: temperature 100 celsius. The product is ClC1=CC(=C(C=C1)CO)OCCCC ((4-chloro-2-butoxyphenyl)methanol). The yield is 45.9%. RXN SMILES: [Cl:1][C:2]1[CH:3]=[CH:4][C:5]([CH2:9][OH:10])=[C:6]([OH:8])[CH:7]=1.Br[CH2:12][CH2:13][CH2:14][CH3:15].C([O-])([O-])=O.[K+].[K+]>CN(C=O)C>[Cl:1][C:2]1[CH:3]=[CH:4][C:5]([CH2:9][OH:10])=[C:6]([O:8][CH2:12][CH2:13][CH2:14][CH3:15])[CH:7]=1 |f:2.3.4|. Procedure: Charged 5-chloro-2-(hydroxymethyl)phenol (965 mg, 6.09 mmol, PREPARATION 7), bromobutane (918 mmol, 6.70 mmol), K2CO3 (1.68 g, 12.19 mmol) and DMF (6 mL) to a sealed tube, and the mixture was heated to 100° C. overnight. After cooling to room temperature, the reaction mixture was poured into ice water, extracted with ethyl acetate twice, and the organic extract was washed with water, brine and dried with anhydrous Na2SO4. Solvent removed and the residue was purified by flash column chromatograph... The reactants are N1CCOCC1 (morpholine), ClC1=C(C=C(C=C1)[N+](=O)[O-])S(=O)(=O)[O-].[Na+] (sodium 2-chloro-5-nitrobenzenesulfonate). The solvent is [Cl-].[Na+] (sodium chloride). Reaction conditions: temperature 110 celsius. Product: O1CCN(CC1)C1=C(C=C(C=C1)[N+](=O)[O-])S(=O)(=O)[O-].[Na+] (sodium 2-morpholino-5-nitrobenzenesulfonate). Isolated yield 90.0%. Reaction SMILES: [NH:1]1[CH2:6][CH2:5][O:4][CH2:3][CH2:2]1.Cl[C:8]1[CH:13]=[CH:12][C:11]([N+:14]([O-:16])=[O:15])=[CH:10][C:9]=1[S:17]([O-:20])(=[O:19])=[O:18].[Na+:21]>[Cl-].[Na+]>[O:4]1[CH2:5][CH2:6][N:1]([C:8]2[CH:13]=[CH:12][C:11]([N+:14]([O-:16])=[O:15])=[CH:10][C:9]=2[S:17]([O-:20])(=[O:19])=[O:18])[CH2:2][CH2:3]1.[Na+:21] |f:1.2,3.4,5.6|. Procedure details: To 80 ml of morpholine, 82.5 g (0.3 mol) of sodium 2-chloro-5-nitrobenzenesulfonate was added with stirring. The reaction mixture was heated at about 110° C. on an oil bath with stirring for 30 minutes. After cooling, 100 ml of a saturated aqueous sodium chloride solution was added to the mixture. The crystals thus-precipitated were collected by filtration and washed with acetone to obtain 88 g (yield: 90%) of sodium 2-morpholino-5-nitrobenzenesulfonate. Melting Point: 208°-210° C. Reactants: C(C)OC(=O)C=1N(C=C(N1)NC(=O)NC1=CC=C(C=C1)OC(F)(F)F)CC1CC1 (4-[({[4-(trifluoromethoxy)phenyl]amino}-carbonyl)amino]-1-(cyclopropylmethyl)-1H-imidazole-2-carboxylic acid ethyl ester), O (water), [OH-].[Na+] (sodium hydroxide). Run in C(C)O (ethanol). Conditions: time 1 hour. Product: FC(OC1=CC=C(C=C1)NC(=O)NC=1N=C(N(C1)CC1CC1)C(=O)O)(F)F (4-[({[4-(Trifluoromethoxy)phenyl]amino}carbonyl)amino]-1-(cyclopropylmethyl)-1H-imidazole-2-carboxylic acid). RXN SMILES: C([O:3][C:4]([C:6]1[N:7]([CH2:26][CH:27]2[CH2:29][CH2:28]2)[CH:8]=[C:9]([NH:11][C:12]([NH:14][C:15]2[CH:20]=[CH:19][C:18]([O:21][C:22]([F:25])([F:24])[F:23])=[CH:17][CH:16]=2)=[O:13])[N:10]=1)=[O:5])C.O.[OH-].[Na+]>C(O)C>[F:25][C:22]([F:23])([F:24])[O:21][C:18]1[CH:19]=[CH:20][C:15]([NH:14][C:12]([NH:11][C:9]2[N:10]=[C:6]([C:4]([OH:5])=[O:3])[N:7]([CH2:26][CH:27]3[CH2:28][CH2:29]3)[CH:8]=2)=[O:13])=[CH:16][CH:17]=1 |f:2.3|. Procedure: 10.6 g (28.1 mmol) of 4-[({[4-(trifluoromethoxy)phenyl]amino}-carbonyl)amino]-1-(cyclopropylmethyl)-1H-imidazole-2-carboxylic acid ethyl ester is suspended in 158 ml of ethanol. While being cooled with ice, 16.4 ml of water and 6 ml (112 mmol) of 50% aqueous sodium hydroxide solution are added. The reaction mixture is stirred for 1 hour at room temperature and then concentrated by evaporation in a vacuum. The residue is taken up in 100 ml of isopropanol and mixed with 100 ml of 1N hydrochloric a... Starting materials: O=C([O-])[O-], CN1CCNCC1, CC(C)=O, [K+], [K+], O=[N+]([O-])c1cccc(CCl)c1. Yields the product CN1CCN(Cc2cccc([N+](=O)[O-])c2)CC1. Reaction SMILES: [C:19](=[O:20])([O-:21])[O-:22].[CH3:12][N:13]1[CH2:14][CH2:15][NH:16][CH2:17][CH2:18]1.[CH3:25][C:26](=[O:27])[CH3:28].[K+:23].[K+:24].[N+:1](=[O:2])([O-:3])[c:4]1[cH:5][c:6]([CH2:7][Cl:8])[cH:9][cH:10][cH:11]1>>[N+:1](=[O:2])([O-:3])[c:4]1[cH:5][c:6]([CH2:7][N:16]2[CH2:15][CH2:14][N:13]([CH3:12])[CH2:18][CH2:17]2)[cH:9][cH:10][cH:11]1. The reactants are C1CCOC1, COC(=O)c1cc2c(C)onc2c(F)c1Nc1ccc(I)cc1F, [Li+], [OH-], O. Product: Cc1onc2c(F)c(Nc3ccc(I)cc3F)c(C(=O)O)cc12. Reaction SMILES: [CH2:27]1[O:28][CH2:29][CH2:30][CH2:31]1.[F:1][c:2]1[c:3]([NH:16][c:17]2[c:18]([F:24])[cH:19][c:20]([I:23])[cH:21][cH:22]2)[c:4]([C:12](=[O:13])[O:14][CH3:15])[cH:5][c:6]2[c:7]1[n:8][o:9][c:10]2[CH3:11].[Li+:26].[OH-:25].[OH2:32]>>[F:1][c:2]1[c:3]([NH:16][c:17]2[c:18]([F:24])[cH:19][c:20]([I:23])[cH:21][cH:22]2)[c:4]([C:12](=[O:13])[OH:14])[cH:5][c:6]2[c:7]1[n:8][o:9][c:10]2[CH3:11].